This data is from the Open Reaction Database (ORD), a public repository of structured organic reaction records. The task is: describe an organic reaction: reactants, conditions, products, and yield Starting materials: [K+].N1(CCOCC1)CCC(=O)[O-] (3-morpholin-4-yl-propionic acid potassium salt), CCN=C=NCCCN(C)C (EDCI), Example 14 ( b ), CCN(CC)CCO (DEEA), C(C)OC(CCN1CCOCC1)=O (3-morpholin-4-yl-propionic acid ethyl ester), FC(C(=O)O)(F)F.C1(=CCCCC1)C1=C(C=CC(=C1)C1CCNCC1)NC(=O)C=1NC=C(N1)C#N (4-cyano-1H-imidazole-2-carboxylic acid (2-cyclohex-1-enyl-4-piperidin-4-yl-phenyl)-amide trifluoroacetic acid salt), C=1C=CC2=C(C1)N=NN2O (HOBT). Solvent: O (H2O), CN(C)C=O (DMF). Conditions: time 8 hour. The product is C1(=CCCCC1)C1=C(C=CC(=C1)C1CCN(CC1)C(CCN1CCOCC1)=O)NC(=O)C=1NC=C(N1)C#N (4-Cyano-1H-imidazole-2-carboxylic acid {2-cyclohex-1-enyl-4-[1-(3-morpholin-4-yl-propionyl)-piperidin-4-yl]-phenyl}-amide). Isolated yield 6.0%. Reaction SMILES: [K+].[N:2]1([CH2:8][CH2:9][C:10]([O-:12])=O)[CH2:7][CH2:6][O:5][CH2:4][CH2:3]1.C(OC(=O)CCN1CCOCC1)C.FC(F)(F)C(O)=O.[C:33]1([C:39]2[CH:44]=[C:43]([CH:45]3[CH2:50][CH2:49][NH:48][CH2:47][CH2:46]3)[CH:42]=[CH:41][C:40]=2[NH:51][C:52]([C:54]2[NH:55][CH:56]=[C:57]([C:59]#[N:60])[N:58]=2)=[O:53])[CH2:38][CH2:37][CH2:36][CH2:35][CH:34]=1.CCN=C=NCCCN(C)C.C1C=CC2N(O)N=NC=2C=1.CCN(CCO)CC>O.CN(C=O)C>[C:33]1([C:39]2[CH:44]=[C:43]([CH:45]3[CH2:46][CH2:47][N:48]([C:10](=[O:12])[CH2:9][CH2:8][N:2]4[CH2:3][CH2:4][O:5][CH2:6][CH2:7]4)[CH2:49][CH2:50]3)[CH:42]=[CH:41][C:40]=2[NH:51][C:52]([C:54]2[NH:55][CH:56]=[C:57]([C:59]#[N:60])[N:58]=2)=[O:53])[CH2:38][CH2:37][CH2:36][CH2:35][CH:34]=1 |f:0.1,3.4|. Procedure: To a flask containing 3-morpholin-4-yl-propionic acid potassium salt (94 mg, 0.47 mmol, prepared from 3-morpholin-4-yl-propionic acid ethyl ester exactly as described in Example 7, 4-cyano-1H-imidazole-2-carboxylic acid (2-cyclohex-1-enyl-4-piperidin-4-yl-phenyl)-amide trifluoroacetic acid salt (179 mg, 0.36 mmol, as prepared in Example 14 (b)), EDCI (83 mg, 0.43 mmol), and HOBT (68 mg, 0.5 mmol) was added DMF (4 mL). To the stirred slurry was added DEEA (157 μL, 0.9 mmol) and the reaction was a...